Dataset: the Open Reaction Database (ORD), a public repository of structured organic reaction records. Task: describe an organic reaction: reactants, conditions, products, and yield Starting materials: C(C)(C)N(CC)C(C)C (diisopropylethylamine), C(=O)(N1C=NC=C1)N1C=NC=C1 (1,1′-carbonyldiimidazole), N=1C=CN2C1CCC(C2)CO (5,6,7,8-tetrahydroimidazo[1,2-a]pyridin-6-ylmethanol), O.Cl.Cl.C1C(CC2=CC=CC=C12)NC=1N=CC2=C(N1)CNC2 (N-(2,3-dihydro-1H-inden-2-yl)-6,7-dihydro-5H-pyrrolo[3,4-d]pyrimidin-2-amine dihydrochloride hydrate), C(C)(C)N(CC)C(C)C (diisopropylethylamine). The solvent is ClCCl (dichloromethane). Reaction conditions: temperature 40 celsius, time 1 hour. The product is C1C(CC2=CC=CC=C12)NC=1N=CC2=C(N1)CN(C2)C(=O)OCC2CCC=1N(C2)C=CN1 (5,6,7,8-tetrahydroimidazo[1,2-a]pyridin-6-ylmethyl 2-(2,3-dihydro-1H-inden-2-ylamino)-5,7-dihydro-6H-pyrrolo[3,4-d]pyrimidine-6-carboxylate). The yield is 44.4%. RXN SMILES: [C:1](N1C=CN=C1)(N1C=CN=C1)=[O:2].[N:13]1[CH:14]=[CH:15][N:16]2[CH2:21][CH:20]([CH2:22][OH:23])[CH2:19][CH2:18][C:17]=12.O.Cl.Cl.[CH2:27]1[C:35]2[C:30](=[CH:31][CH:32]=[CH:33][CH:34]=2)[CH2:29][CH:28]1[NH:36][C:37]1[N:38]=[CH:39][C:40]2[CH2:45][NH:44][CH2:43][C:41]=2[N:42]=1.C(N(C(C)C)CC)(C)C>ClCCl>[CH2:29]1[C:30]2[C:35](=[CH:34][CH:33]=[CH:32][CH:31]=2)[CH2:27][CH:28]1[NH:36][C:37]1[N:38]=[CH:39][C:40]2[CH2:45][N:44]([C:1]([O:23][CH2:22][CH:20]3[CH2:21][N:16]4[CH:15]=[CH:14][N:13]=[C:17]4[CH2:18][CH2:19]3)=[O:2])[CH2:43][C:41]=2[N:42]=1 |f:2.3.4.5|. Reported procedure: Add 1,1′-carbonyldiimidazole (2.87 g; 1.02 equiv; 17.69 mmoles) to a solution of 5,6,7,8-tetrahydroimidazo[1,2-a]pyridin-6-ylmethanol (2.64 g; 1.00 equiv; 17.35 mmoles) in dichloromethane (30 mL), then stir at 40° C. for 1 hour. Add N-(2,3-dihydro-1H-inden-2-yl)-6,7-dihydro-5H-pyrrolo[3,4-d]pyrimidin-2-amine dihydrochloride hydrate (6.25 g; 1.05 equiv; 18.21 mmoles) and diisopropylethylamine (9.08 mL; 3.0 equiv; 52.04 mmoles) and maintain the reaction at 40° C. for 4 hours. Load the solution dir... The reactants are C(C)(=O)OCC (Ethyl acetate), C(C)OP(=O)(CCCCC1=CC=CC=C1)CC(=O)N1CC2(SCCS2)C[C@H]1C(=O)OC ((S)-7-[[Ethoxy(4-phenylbutyl)phosphinyl]acetyl]-1,4-dithia-7-azaspiro[4.4]nonane-8-carboxylic acid, methyl ester), ClCCl (dichloromethane), Br[Si](C)(C)C (bromotrimethylsilane). Run in O (water), CCOCC (ether). Reaction conditions: time 16 hour. Product: OP(=O)(CCCCC1=CC=CC=C1)CC(=O)N1CC2(SCCS2)C[C@H]1C(=O)OC ((S)-7-[[Hydroxy(4-phenylbutyl)phosphinyl]acetyl]-1,4-dithia-7-azaspiro[4.4]nonane-8-carboxylic acid, methyl ester). Yield: 92.2%. Reaction SMILES: C([O:3][P:4]([CH2:16][C:17]([N:19]1[C@H:27]([C:28]([O:30][CH3:31])=[O:29])[CH2:26][C:21]2([S:25][CH2:24][CH2:23][S:22]2)[CH2:20]1)=[O:18])([CH2:6][CH2:7][CH2:8][CH2:9][C:10]1[CH:15]=[CH:14][CH:13]=[CH:12][CH:11]=1)=[O:5])C.ClCCl.Br[Si](C)(C)C.C(OCC)(=O)C>CCOCC.O>[OH:5][P:4]([CH2:16][C:17]([N:19]1[C@H:27]([C:28]([O:30][CH3:31])=[O:29])[CH2:26][C:21]2([S:22][CH2:23][CH2:24][S:25]2)[CH2:20]1)=[O:18])([CH2:6][CH2:7][CH2:8][CH2:9][C:10]1[CH:11]=[CH:12][CH:13]=[CH:14][CH:15]=1)=[O:3]. Reported procedure: (S)-7-[[Ethoxy(4-phenylbutyl)phosphinyl]acetyl]-1,4-dithia-7-azaspiro[4.4]nonane-8-carboxylic acid, methyl ester (3.44 g) and dry dichloromethane (15 ml) are added to a flask under an argon atmosphere. Using a gas-tight syringe, bromotrimethylsilane (1.5 ml) is added to the flask, which is stirred for about 16 hours at room temperature. Ethyl acetate (50 ml) and water (10 ml) are added to the flask and stirred for 30 minutes. The mixture is diluted with ether and transferred to a separatory funn... The reactants are ClC(=O)OCCCl (chloroethyl chloroformate), CSC1=CC=C(C=C1)O (4-(methylthio)phenol), N1=CC=CC=C1 (pyridine). Run in ClCCl (dichloromethane), ClCCl (dichloromethane). Reaction conditions: temperature 0 celsius, time 8 hour. The product is ClCCOC(=O)SC1=CC=C(C=C1)C (Chloroethyl-(4-methylthiophenoxy)formate). Yield: 103.8%. Reaction SMILES: Cl[C:2]([O:4][CH2:5][CH2:6][Cl:7])=[O:3].C[S:9][C:10]1[CH:15]=[CH:14][C:13](O)=[CH:12][CH:11]=1.N1C=CC=C[CH:18]=1>ClCCl>[Cl:7][CH2:6][CH2:5][O:4][C:2]([S:9][C:10]1[CH:15]=[CH:14][C:13]([CH3:18])=[CH:12][CH:11]=1)=[O:3]. Procedure: A 250-mL, three-neck, round-bottomed flask equipped with a mechanical stirrer, a 50-mL pressure-equalizing addition funnel, an internal thermometer, and a nitrogen inlet was charged with chloroethyl chloroformate (10.8 g, 76 mmol) and 4-(methylthio)phenol (10 g, 71 mmol) in dichloromethane (75 mL). The resulting clear reaction mixture was cooled to 0° C. A solution pyridine (6.8 g, 86 mmol) in dichloromethane (10 mL) was slowly added over a period of 30 minutes. The reaction mixture was then sti... The reactants are O=C(O)c1ccc(Br)c(Cl)n1, O=C([O-])[O-], CC(C)CS, CS(C)=O, Cl, [Cs+], [Cs+]. Yields the product CC(C)CSc1nc(C(=O)O)ccc1Br. Reaction SMILES: [Br:1][c:2]1[cH:3][cH:4][c:5]([C:9](=[O:10])[OH:11])[n:6][c:7]1[Cl:8].[C:17](=[O:18])([O-:19])[O-:20].[CH3:12][CH:13]([CH2:14][SH:15])[CH3:16].[CH3:24][S:25]([CH3:26])=[O:27].[ClH:23].[Cs+:21].[Cs+:22]>>[Br:1][c:2]1[cH:3][cH:4][c:5]([C:9](=[O:10])[OH:11])[n:6][c:7]1[S:15][CH2:14][CH:13]([CH3:12])[CH3:16]. The reactants are CCc1ccc(-c2ccncc2)cc1CNC1CCC(N(C)C(=O)OC(C)(C)C)CC1, O=C(Cl)c1sc2c(F)ccc(F)c2c1Cl. Yields the product CCc1ccc(-c2ccncc2)cc1CN(C(=O)c1sc2c(F)ccc(F)c2c1Cl)C1CCC(N(C)C(=O)OC(C)(C)C)CC1. Reaction SMILES: [CH2:1]([CH3:2])[c:3]1[c:4]([CH2:5][NH:6][CH:7]2[CH2:8][CH2:9][CH:10]([N:13]([C:14]([O:15][C:16]([CH3:17])([CH3:18])[CH3:19])=[O:20])[CH3:21])[CH2:11][CH2:12]2)[cH:22][c:23](-[c:26]2[cH:27][cH:28][n:29][cH:30][cH:31]2)[cH:24][cH:25]1.[Cl:32][c:33]1[c:34]2[c:35]([s:36][c:37]1[C:38](=[O:39])[Cl:40])[c:41]([F:46])[cH:42][cH:43][c:44]2[F:45]>>[CH2:1]([CH3:2])[c:3]1[c:4]([CH2:5][N:6]([CH:7]2[CH2:8][CH2:9][CH:10]([N:13]([C:14]([O:15][C:16]([CH3:17])([CH3:18])[CH3:19])=[O:20])[CH3:21])[CH2:11][CH2:12]2)[C:38]([c:37]2[c:33]([Cl:32])[c:34]3[c:35]([s:36]2)[c:41]([F:46])[cH:42][cH:43][c:44]3[F:45])=[O:39])[cH:22][c:23](-[c:26]2[cH:27][cH:28][n:29][cH:30][cH:31]2)[cH:24][cH:25]1. The reactants are BrBr (Bromine), COC=1C=CC(=C(C1)O)C (5-Methoxy-2-methyl-phenol), COC=1C=CC(=C(C1)O)C (5-Methoxy-2-methyl-phenol), OC1=C(C=O)C=CC(=C1)OC (2-Hydroxy-4-methoxy-benzaldehyde), C(=O)[O-].[NH4+] (ammonium formate), COC=1C(=CC(=C(C1)O)C)SC#N (5-Methoxy-2-methyl-4-thiocyanato-phenol), COC=1C(=CC(=C(C1)O)C)SC#N (5-Methoxy-2-methyl-4-thiocyanato-phenol), product, [S-]C#N.[Na+] (sodium thiocyanate), [Br-].[Na+] (sodium bromide). Reagents/catalysts: [Pd] (palladium/carbon). The solvent is C(C)(=O)O (acetic acid), CO (methanol), [Cl-].[Na+].O (Brine). Conditions: temperature 110 celsius, time 1 hour. Yields the product C1(=CC=C(C=C1)CSC1=CC(=C(OCC(=O)O)C=C1OC)C)C1=CC=CC=C1 ([4-(Biphenyl-4 ylmethylsulfanyl)-5-methoxy-2-methyl-phenoxy]-acetic acid). RXN SMILES: CO[C:3]1[CH:4]=[CH:5][C:6]([CH3:10])=[C:7](O)[CH:8]=1.O[C:12]1[CH:19]=[C:18](OC)C=C[C:13]=1[CH:14]=O.[CH:22]([O-:24])=[O:23].[NH4+].[CH3:26][O:27][C:28]1[C:29]([S:36][C:37]#N)=[CH:30][C:31]([CH3:35])=[C:32]([OH:34])[CH:33]=1.[S-][C:40]#N.[Na+].[Br-].[Na+].BrBr>CO.[Cl-].[Na+].O.[Pd].C(O)(=O)C>[C:6]1([C:10]2[CH:18]=[CH:19][CH:12]=[CH:13][CH:14]=2)[CH:5]=[CH:4][C:3]([CH2:37][S:36][C:29]2[C:28]([O:27][CH3:26])=[CH:33][C:32]([O:34][CH2:40][C:22]([OH:24])=[O:23])=[C:31]([CH3:35])[CH:30]=2)=[CH:8][CH:7]=1 |f:2.3,5.6,7.8,11.12.13|. Procedure: Preparation of 5-Methoxy-2-methyl-phenol (compound 1A) 2-Hydroxy-4-methoxy-benzaldehyde (3 g, 19.7 mmol), ammonium formate (6.2 g, 99 mmol) and palladium/carbon (900 mg @10%) were added to 26 ml glacial acetic acid and heated at 110° C. for 1 h. The reaction was cooled, filtered, and diluted with water (100 ml). The crude product was extracted with chloroform (3×50 ml), washed with water, brine, and dried over anhydrous sodium sulfate. The resulting solution was concentrated and used for the nex... Starting materials: ice, ClC=1C=C(C(=O)OC)C=C(C1OC1=CC(=C(C=C1)OC)C(C)C)Cl (Methyl 3,5-dichloro-4-(4-methoxy-3-isopropyl-phenoxy)benzoate), solution, [H-].C(C(C)C)[Al+]CC(C)C (diisobutyl aluminium hydride). Run in C1CCOC1 (THF). Reaction conditions: time 8 hour. Product: ClC=1C=C(CO)C=C(C1OC1=CC(=C(C=C1)OC)C(C)C)Cl (3,5-dichloro-4-(4-methoxy-3-isopropylphenoxy)benzylalcohol). The yield is 115.8%. As a reaction SMILES: [Cl:1][C:2]1[CH:3]=[C:4]([CH:9]=[C:10]([Cl:24])[C:11]=1[O:12][C:13]1[CH:18]=[CH:17][C:16]([O:19][CH3:20])=[C:15]([CH:21]([CH3:23])[CH3:22])[CH:14]=1)[C:5](OC)=[O:6].[H-].C([Al+]CC(C)C)C(C)C>C1COCC1>[Cl:1][C:2]1[CH:3]=[C:4]([CH:9]=[C:10]([Cl:24])[C:11]=1[O:12][C:13]1[CH:18]=[CH:17][C:16]([O:19][CH3:20])=[C:15]([CH:21]([CH3:22])[CH3:23])[CH:14]=1)[CH2:5][OH:6] |f:1.2|. Reported procedure: Methyl 3,5-dichloro-4-(4-methoxy-3-isopropyl-phenoxy)benzoate (Example 5a) (3.0 g) was treated with a 1 M solution of diisobutyl aluminium hydride (DIBAL) in THF (32.5 ml) at 0° C. and then warmed to room temperature and stirred overnight. The reaction mixture was poured into an ice-cold 1 M HCl solution and extracted with ethyl acetate three times. The organic layer was washed (brine), dried, filtered and concentrated to dryness affording 3,5-dichloro-4-(4-methoxy-3-isopropylphenoxy)benzylalcoh...